Dataset: the Open Reaction Database (ORD), a public repository of structured organic reaction records. Task: describe an organic reaction: reactants, conditions, products, and yield Starting materials: C(C(=O)OCC)(=O)OCC (Diethyl oxalate), CC1=C(C=CC(=C1)OCCOCC1=CC=CC=C1)[N+](=O)[O-] (2-methyl-1-nitro-4-[2-(phenylmethoxy)ethoxy]benzene), [H][H] (hydrogen), [H-].[Na+] (sodium hydride). Run in C1CCOC1 (THF), C(C)O (ethanol). Yield: 72.2%. Reaction SMILES: [H-].[Na+].[C:3](OCC)(=[O:9])[C:4]([O:6][CH2:7][CH3:8])=[O:5].[CH3:13][C:14]1[CH:19]=[C:18]([O:20][CH2:21][CH2:22][O:23][CH2:24][C:25]2[CH:30]=[CH:29][CH:28]=[CH:27][CH:26]=2)[CH:17]=[CH:16][C:15]=1[N+:31]([O-:33])=[O:32].[H][H]>C1COCC1.C(O)C>[CH2:7]([O:6][C:4](=[O:5])[C:3](=[O:9])[CH2:13][C:14]1[CH:19]=[C:18]([O:20][CH2:21][CH2:22][O:23][CH2:24][C:25]2[CH:26]=[CH:27][CH:28]=[CH:29][CH:30]=2)[CH:17]=[CH:16][C:15]=1[N+:31]([O-:33])=[O:32])[CH3:8] |f:0.1|. Procedure details: To a suspension of sodium hydride (1.62 g, 60%, 40.5 mmol) in 20 ml of anhydrous THF at room temperature was added ethanol (2.5 ml) slowly. Diethyl oxalate (5.5 ml, 40.50 mmol) and 2-methyl-1-nitro-4-[2-(phenylmethoxy)ethoxy]benzene (10.19 g, 35.49 mmol) was added to the solution slowly after hydrogen evolution subsided. The reaction was heated at 60° C. for 2 h. The deep red solution was cooled to 0° C. and quenched with 50 ml of 3N HCl solution. Brine (50 ml) was added and the mixture was extr... Product: C(C)OC(C(CC1=C(C=CC(=C1)OCCOCC1=CC=CC=C1)[N+](=O)[O-])=O)=O (3-[5-(2-benzyloxy-ethoxy)-2-nitro-phenyl]-2-oxo-propionic acid ethyl ester). Run at temperature 60 celsius. Reactants: NC1=C(C(=O)NC2C(NC(CC2)=O)=O)C=C(C=C1)Cl (2-amino-N-(2,6-dioxo-piperidin-3-yl)-5-chloro-benzamide), C(OC)(OC)OC (trimethyl orthoformate), C1(=CC=C(C=C1)S(=O)(=O)O)C (p-toluene sulfonic acid). Product: ClC=1C=C2C(N(C=NC2=CC1)C1C(NC(CC1)=O)=O)=O (3-(6-chloro-4-oxo-4H-quinazolin-3-yl)-piperidine-2,6-dione). Isolated yield 74.0%. As a reaction SMILES: [NH2:1][C:2]1[CH:18]=[CH:17][C:16]([Cl:19])=[CH:15][C:3]=1[C:4]([NH:6][CH:7]1[CH2:12][CH2:11][C:10](=[O:13])[NH:9][C:8]1=[O:14])=[O:5].[CH:20](OC)(OC)OC.C1(C)C=CC(S(O)(=O)=O)=CC=1>>[Cl:19][C:16]1[CH:15]=[C:3]2[C:2](=[CH:18][CH:17]=1)[N:1]=[CH:20][N:6]([CH:7]1[CH2:12][CH2:11][C:10](=[O:13])[NH:9][C:8]1=[O:14])[C:4]2=[O:5]. Reported procedure: A solution of 2-amino-N-(2,6-dioxo-piperidin-3-yl)-5-chloro-benzamide (0.31 g, 1.1 mmol) and trimethyl orthoformate (4 mL) and p-toluene sulfonic acid (50 mg) was heated to 150° C. in a microwave oven for 10 minutes. The suspension was filtered and washed with ethyl acetate (10 mL), methanol (5 mL) and ethyl acetate (10 mL) to give 3-(6-chloro-4-oxo-4H-quinazolin-3-yl)-piperidine-2,6-dione as a white solid (230 mg, 74% yield): HPLC: Waters Symmetry C18, 5 μm, 3.9×150 mm, 1 mL/min, 240 nm, 30/70 ... The reactants are O=C([O-])[O-], COc1cc(C=O)cc(OC)c1OC, [NH4+], [NH4+], CC(S)C(=O)O, c1ccccc1. Yields the product COc1cc(C2NC(=O)C(C)S2)cc(OC)c1OC. As a reaction SMILES: [C:21](=[O:22])([O-:23])[O-:24].[CH3:1][O:2][c:3]1[cH:4][c:5]([CH:6]=[O:7])[cH:8][c:9]([O:13][CH3:14])[c:10]1[O:11][CH3:12].[NH4+:25].[NH4+:26].[SH:15][CH:16]([C:17](=[O:18])[OH:19])[CH3:20].[cH:27]1[cH:28][cH:29][cH:30][cH:31][cH:32]1>>[CH3:1][O:2][c:3]1[cH:4][c:5]([CH:6]2[S:15][CH:16]([CH3:20])[C:17](=[O:18])[NH:25]2)[cH:8][c:9]([O:13][CH3:14])[c:10]1[O:11][CH3:12]. Reactants: C1CC(=O)N(C1=O)I (NIS), OCCC1=CC2=C(C(OC2)=O)C=C1 (5-(2-hydroxyethyl)-2-benzofuran-1(3H)-one), ice water. Yield: 39.0%. Reaction SMILES: [OH:1][CH2:2][CH2:3][C:4]1[CH:13]=[CH:12][C:7]2[C:8](=[O:11])[O:9][CH2:10][C:6]=2[CH:5]=1.C1C(=O)N([I:21])C(=O)C1>S(O)(C(F)(F)F)(=O)=O>[OH:1][CH2:2][CH2:3][C:4]1[C:13]([I:21])=[CH:12][C:7]2[C:8](=[O:11])[O:9][CH2:10][C:6]=2[CH:5]=1. Reaction conditions: temperature 0 celsius, time 2 hour. Reported procedure: To a cooled (0° C.) solution of 5-(2-hydroxyethyl)-2-benzofuran-1(3H)-one (9.00 g, 50.6 mmol) in 100 mL of TfOH was added NIS (12.5 g, 55.6 mmol), then the mixture was stirred at 0° C. for 2 hrs and then poured into ice-water (500 mL). The solution was extracted three times with 500 mL of EtOAc and the combined organic layers were washed with saturated NaHCO3 and brine, dried over anhydrous sodium sulfate, filtered and concentrated. The residue was purified by column chromatography (EtOAc/Petrol... The solvent is S(=O)(=O)(C(F)(F)F)O (TfOH). Yields the product OCCC1=CC2=C(C(OC2)=O)C=C1I (5-(2-hydroxyethyl)-6-iodo-2-benzofuran-1(3H)-one).